Dataset: the Open Reaction Database (ORD), a public repository of structured organic reaction records. Task: describe an organic reaction: reactants, conditions, products, and yield Reported procedure: 2-(3-Bromo-phenyl)-1-difluoromethyl-1H-benzoimidazole (0.10 g, 0.31 mmol), cesium carbonate (0.14 g, 0.43 mmol), rac-2,2′ bis(diphenylphosphino)-1,1′-binaphtyl (BINAP) (0.007 g, 0.01 mmol) and tris-(dibenzilideneacetone)-dipalladium(0) (0.004 g) were placed into a 7 mL sealed vial and purged by repeated nitrogen/vacuum cycles for ten minutes. Dry toluene (0.6 mL) and N-acetylhomopiperazine (0.05 mL, 0.37 mmol) were added and reaction mixture was heated at 85° C. for 24 hours with stirring. Yields the product FC(N1C(=NC2=C1C=CC=C2)C=2C=C(C=CC2)N2CCN(CC2)C(=O)N2CCN(CCC2)C(C)=O)F (1-(4-{4-[3-(1-Difluoromethyl-1H-benzoimidazol-2-yl)-phenyl]-piperazine-1-carbonyl}-[1,4]diazepan-1-yl)-ethanone). RXN SMILES: Br[C:2]1[CH:3]=[C:4]([C:8]2[N:12]([CH:13]([F:15])[F:14])[C:11]3[CH:16]=[CH:17][CH:18]=[CH:19][C:10]=3[N:9]=2)[CH:5]=[CH:6][CH:7]=1.[C:20](=[O:23])([O-])[O-].[Cs+].[Cs+].C1(P([C:66]2[CH:71]=CC=CC=2)C2C=CC3C(=CC=CC=3)C=2C2C3C(=CC=CC=3)C=CC=2P(C2C=CC=CC=2)C2C=CC=CC=2)C=CC=CC=1.[C:72]([N:75]1[CH2:81][CH2:80][CH2:79][NH:78][CH2:77][CH2:76]1)(=[O:74])[CH3:73]>C1(C)C=CC=CC=1>[F:14][CH:13]([F:15])[N:12]1[C:11]2[CH:16]=[CH:17][CH:18]=[CH:19][C:10]=2[N:9]=[C:8]1[C:4]1[CH:3]=[C:2]([N:9]2[CH2:66][CH2:71][N:12]([C:20]([N:78]3[CH2:79][CH2:80][CH2:81][N:75]([C:72](=[O:74])[CH3:73])[CH2:76][CH2:77]3)=[O:23])[CH2:11][CH2:10]2)[CH:7]=[CH:6][CH:5]=1 |f:1.2.3|. Run at temperature 85 celsius. Reactants: BrC=1C=C(C=CC1)C1=NC2=C(N1C(F)F)C=CC=C2 (2-(3-Bromo-phenyl)-1-difluoromethyl-1H-benzoimidazole), tris-(dibenzilideneacetone) dipalladium(0), C(C)(=O)N1CCNCCC1 (N-acetylhomopiperazine), C([O-])([O-])=O.[Cs+].[Cs+] (cesium carbonate), C1(=CC=CC=C1)P(C1=C(C2=CC=CC=C2C=C1)C1=C(C=CC2=CC=CC=C12)P(C1=CC=CC=C1)C1=CC=CC=C1)C1=CC=CC=C1 (rac-2,2′ bis(diphenylphosphino)-1,1′-binaphtyl). Solvent: C1(=CC=CC=C1)C (toluene). The reactants are BrC1=CC=C(C=C1)S(=O)(=O)N[C@@H](C(C)C)C(=O)OC (methyl N-[(4-bromophenyl)sulfonyl]-L-valinate), [N+](=O)([O-])C1=CC=C(C=C1)B(O)O (4-nitrophenylboronic acid), C([O-])(O)=O.[Na+] (sodium bicarbonate), C(C)(=O)OCC (ethyl acetate). Reagents/catalysts: C=1C=CC(=CC1)[P](C=2C=CC=CC2)(C=3C=CC=CC3)[Pd]([P](C=4C=CC=CC4)(C=5C=CC=CC5)C=6C=CC=CC6)([P](C=7C=CC=CC7)(C=8C=CC=CC8)C=9C=CC=CC9)[P](C=1C=CC=CC1)(C=1C=CC=CC1)C=1C=CC=CC1 (tetrakis(triphenylphosphine)palladium). The solvent is COCCOC (ethylene glycol dimethyl ether), O (water). The product is [N+](=O)([O-])C1=CC=C(C=C1)C1=CC=C(C=C1)S(=O)(=O)N[C@@H](C(C)C)C(=O)OC (methyl N-[(4′-nitro-1,1′-biphenyl-4-yl)sulfonyl]-L-valinate). The yield is 81.0%. Reaction SMILES: Br[C:2]1[CH:7]=[CH:6][C:5]([S:8]([NH:11][C@H:12]([C:16]([O:18][CH3:19])=[O:17])[CH:13]([CH3:15])[CH3:14])(=[O:10])=[O:9])=[CH:4][CH:3]=1.[N+:20]([C:23]1[CH:28]=[CH:27][C:26](B(O)O)=[CH:25][CH:24]=1)([O-:22])=[O:21].C(=O)(O)[O-].[Na+].C(OCC)(=O)C>COCCOC.C1C=CC([P]([Pd]([P](C2C=CC=CC=2)(C2C=CC=CC=2)C2C=CC=CC=2)([P](C2C=CC=CC=2)(C2C=CC=CC=2)C2C=CC=CC=2)[P](C2C=CC=CC=2)(C2C=CC=CC=2)C2C=CC=CC=2)(C2C=CC=CC=2)C2C=CC=CC=2)=CC=1.O>[N+:20]([C:23]1[CH:28]=[CH:27][C:26]([C:2]2[CH:7]=[CH:6][C:5]([S:8]([NH:11][C@H:12]([C:16]([O:18][CH3:19])=[O:17])[CH:13]([CH3:15])[CH3:14])(=[O:10])=[O:9])=[CH:4][CH:3]=2)=[CH:25][CH:24]=1)([O-:22])=[O:21] |f:2.3,^1:52,54,73,92|. Procedure details: A mixture of 0.175 g (0.5 mmol) of methyl N-[(4-bromophenyl)sulfonyl]-L-valinate, 0.25 g (1.5 mmol) of 4-nitrophenylboronic acid, 0.087 g of tetrakis(triphenylphosphine)palladium and 8 mL of saturated sodium bicarbonate in 8 mL of ethylene glycol dimethyl ether were refluxed for 2 h, then cooled to room temperature. To the reaction was added 50 mL of ethyl acetate and 40 mL of water. The water layer was extracted with ethyl acetate. The combined ethyl acetate layers was dried over Na2SO4, filter... The reactants are N1=CC(=CC=C1)C1CC(N1)=O (4-(pyridin-3-yl)azetidin-2-one), [H-].[Na+] (sodium hydride), O1CCCC1 (tetrahydrofuran), [Cl-].[NH4+] (ammonium chloride), ice. Product: CN1C(CC1C=1C=NC=CC1)=O (1-Methyl-4-(pyridin-3-yl)azetidin-2-one). Reaction SMILES: [N:1]1[CH:6]=[CH:5][CH:4]=[C:3]([CH:7]2[NH:10][C:9](=[O:11])[CH2:8]2)[CH:2]=1.[H-].[Na+].[Cl-].[NH4+].O1CCC[CH2:17]1>>[CH3:17][N:10]1[CH:7]([C:3]2[CH:2]=[N:1][CH:6]=[CH:5][CH:4]=2)[CH2:8][C:9]1=[O:11] |f:1.2,3.4|. Reported procedure: To a solution of 0.105 g (0.71 mmole) 4-(pyridin-3-yl)azetidin-2-one in 5 ml of dry tetrahydrofuran at stirring under argon atmosphere 0.113 g (2.83 mmole) 60% dispersion of sodium hydride in mineral oil was added. After the sparkling ceased at stirring and ice cooling 0.066 ml (0.150 g, 1.06 mmole) iodomethane was added and stirred for 2 hours. Carefully 10 ml of saturated aqueous ammonium chloride solution was added and stirred for 10 minutes. The reaction mixture was filtered and the aqueous ... Starting materials: CCOC(=O)/N=N/C(=O)OCC (DEAD), C1(=CC=CC=C1)O (Phenol), C1(=CC=CC=C1)P(C1=CC=CC=C1)C1=CC=CC=C1 (triphenylphosphine), OC1CN(CC1)C(=O)OC(C)(C)C (tert-Butyl 3-hydroxypyrrolidine-1-carboxylate). Yields the product O(C1=CC=CC=C1)C1CN(CC1)C(=O)OC(C)(C)C (tert-Butyl 3-phenoxypyrrolidine-1-carboxylate). Reported procedure: Phenol (503 mg, 5.34 mmol) and triphenylphosphine (1.40 g, 5.34 mmol) were added to a solution of tert-butyl 3-hydroxypyrrolidine-1-carboxylate (500 mg, 2.67 mmol; which may be prepared as described in Step 1) in anhydrous THF (13 mL) under nitrogen. The reaction mixture was cooled to 0° C. and DEAD (775 μL, 4.27 mmol) was added dropwise. The solution was allowed to warm to room temperature and stirred overnight. The reaction mixture was concentrated under reduced pressure then diluted with dich... Solvent: C1CCOC1 (THF). Yield: 24.9%. Reaction conditions: temperature 0 celsius, time 8 hour. RXN SMILES: [C:1]1([OH:7])[CH:6]=[CH:5][CH:4]=[CH:3][CH:2]=1.C1(P(C2C=CC=CC=2)C2C=CC=CC=2)C=CC=CC=1.O[CH:28]1[CH2:32][CH2:31][N:30]([C:33]([O:35][C:36]([CH3:39])([CH3:38])[CH3:37])=[O:34])[CH2:29]1.CCOC(/N=N/C(OCC)=O)=O>C1COCC1>[O:7]([CH:32]1[CH2:28][CH2:29][N:30]([C:33]([O:35][C:36]([CH3:39])([CH3:38])[CH3:37])=[O:34])[CH2:31]1)[C:1]1[CH:6]=[CH:5][CH:4]=[CH:3][CH:2]=1. Reactants: CCOC(=O)c1cn(CC)c2cc(-c3ccc([N+](=O)[O-])cc3)c(F)cc2c1=O, Cl, [Na+], [OH-], O. The product is CCn1cc(C(=O)O)c(=O)c2cc(F)c(-c3ccc([N+](=O)[O-])cc3)cc21. RXN SMILES: [CH2:1]([CH3:2])[n:3]1[cH:4][c:5]([C:24](=[O:25])[O:26][CH2:27][CH3:28])[c:6](=[O:23])[c:7]2[cH:8][c:9]([F:22])[c:10](-[c:13]3[cH:14][cH:15][c:16]([N+:19](=[O:20])[O-:21])[cH:17][cH:18]3)[cH:11][c:12]12.[ClH:31].[Na+:30].[OH-:29].[OH2:32]>>[CH2:1]([CH3:2])[n:3]1[cH:4][c:5]([C:24](=[O:25])[OH:26])[c:6](=[O:23])[c:7]2[cH:8][c:9]([F:22])[c:10](-[c:13]3[cH:14][cH:15][c:16]([N+:19](=[O:20])[O-:21])[cH:17][cH:18]3)[cH:11][c:12]12. Reactants: CC(C)(C)c1ccc(NC(=O)c2ccc(N3CCNCC3)nc2)cc1, Cc1ccc(NC(=O)c2ccc(N3CCN(C(=O)OC(C)(C)C)CC3)nc2)cc1I, O=C(O)C(F)(F)F. Product: Cc1ccc(NC(=O)c2ccc(N3CCNCC3)nc2)cc1I. Reaction SMILES: [C:38]([c:39]1[cH:40][cH:41][c:42]([NH:43][C:44](=[O:45])[c:46]2[cH:47][cH:48][c:49]([N:50]3[CH2:51][CH2:52][NH:53][CH2:54][CH2:55]3)[n:56][cH:57]2)[cH:58][cH:59]1)([CH3:60])([CH3:61])[CH3:62].[C:8]([O:9][C:10](=[O:11])[N:15]1[CH2:16][CH2:17][N:18]([c:21]2[n:22][cH:23][c:24]([C:27]([NH:28][c:29]3[cH:30][c:31]([I:36])[c:32]([CH3:35])[cH:33][cH:34]3)=[O:37])[cH:25][cH:26]2)[CH2:19][CH2:20]1)([CH3:12])([CH3:13])[CH3:14].[F:1][C:2]([F:3])([F:4])[C:5]([OH:6])=[O:7]>>[NH:15]1[CH2:16][CH2:17][N:18]([c:21]2[n:22][cH:23][c:24]([C:27]([NH:28][c:29]3[cH:30][c:31]([I:36])[c:32]([CH3:35])[cH:33][cH:34]3)=[O:37])[cH:25][cH:26]2)[CH2:19][CH2:20]1. Starting materials: C(C)OC(C1=C(N=CC=C1)OC1=CC=C(C=C1)C#N)=O (2-(4-Cyano-phenoxy)-nicotinic acid ethyl ester), C([O-])([O-])=O.[K+].[K+] (potassium carbonate). The solvent is O (water), CO (methanol). The product is COC(C1=C(N=CC=C1)OC1=CC=C(C=C1)C#N)=O (2-(4-Cyano-phenoxy)-nicotinic acid methyl ester). Isolated yield 32.2%. RXN SMILES: [CH2:1]([O:3][C:4](=[O:20])[C:5]1[CH:10]=[CH:9][CH:8]=[N:7][C:6]=1[O:11][C:12]1[CH:17]=[CH:16][C:15]([C:18]#[N:19])=[CH:14][CH:13]=1)C.C(=O)([O-])[O-].[K+].[K+]>CO.O>[CH3:1][O:3][C:4](=[O:20])[C:5]1[CH:10]=[CH:9][CH:8]=[N:7][C:6]=1[O:11][C:12]1[CH:17]=[CH:16][C:15]([C:18]#[N:19])=[CH:14][CH:13]=1 |f:1.2.3|. Procedure details: A solution of 2-(4-Cyano-phenoxy)-nicotinic acid ethyl ester (0.90 grams, 2.44 mmole) in methanol (10 ml) and potassium carbonate (1.01 grams, 7.33 mmole) was refluxed for 20 minutes. The mixture was diluted with 100 ml water, acidified to pH 1 and filtered to give a solid (0.200 g). MW 254; MS (m/e) 254 (M+).